This data is from the Open Reaction Database (ORD), a public repository of structured organic reaction records. The task is: describe an organic reaction: reactants, conditions, products, and yield The reactants are BrB(Br)Br, COc1cc(N)ccc1C1CC1, ClCCl. The product is Nc1ccc(C2CC2)c(O)c1. As a reaction SMILES: [B:1]([Br:2])([Br:3])[Br:4].[CH:5]1([c:8]2[c:9]([O:15][CH3:16])[cH:10][c:11]([NH2:12])[cH:13][cH:14]2)[CH2:6][CH2:7]1.[Cl:17][CH2:18][Cl:19]>>[CH:5]1([c:8]2[c:9]([OH:15])[cH:10][c:11]([NH2:12])[cH:13][cH:14]2)[CH2:6][CH2:7]1. Procedure details: 3-chlorocyclopentene (306 mmoles, 36.9 g) was added dropwise to a solution of anhydrous piperazine (496 mmoles, 36.9 g) in dry methanol (350 mL) at -13° C. The final solution was stirred at -13° C. for 15 minutes and at room temperature for one hour. The solvent was evaporated to dryness, and the residue was first taken up with chloroform and then filtered to eliminate the precipitate. After elimination of chloroform by evaporation the filtrate give 10 g of 1-(cyclopenten-3-yl) piperazine (yello... The reactants are ClC1C=CCC1 (3-chlorocyclopentene), N1CCNCC1 (piperazine), final solution. Yield: 21.5%. RXN SMILES: Cl[CH:2]1[CH2:6][CH2:5][CH:4]=[CH:3]1.[NH:7]1[CH2:12][CH2:11][NH:10][CH2:9][CH2:8]1>CO>[CH:4]1[CH2:5][CH2:6][CH:2]([N:7]2[CH2:12][CH2:11][NH:10][CH2:9][CH2:8]2)[CH:3]=1. The product is C1=CC(CC1)N1CCNCC1 (1-(cyclopenten-3-yl) piperazine). The solvent is CO (methanol). Starting materials: COC=1C=C(C=CC1)[C@@H]1[C@@H](CCCC1)N1CCCC1 (cis-2-(3-methoxyphenyl)-1-pyrrolidinocyclohexane). Run in Br (hydrobromic acid), O (water). Yields the product OC=1C=C(C=CC1)[C@@H]1[C@@H](CCCC1)N1CCCC1 (cis-2-(3-hydroxyphenyl)-1-pyrrolidinocyclohexane). As a reaction SMILES: C[O:2][C:3]1[CH:4]=[C:5]([C@H:9]2[CH2:14][CH2:13][CH2:12][CH2:11][C@H:10]2[N:15]2[CH2:19][CH2:18][CH2:17][CH2:16]2)[CH:6]=[CH:7][CH:8]=1>Br.O>[OH:2][C:3]1[CH:4]=[C:5]([C@H:9]2[CH2:14][CH2:13][CH2:12][CH2:11][C@H:10]2[N:15]2[CH2:19][CH2:18][CH2:17][CH2:16]2)[CH:6]=[CH:7][CH:8]=1. Procedure: (1) The above oil (19g) was boiled in 47% hydrobromic acid (60 ml) for six hours. The cooled solution was diluted with water, washed with ether, basified and ether extracted. The dried extract was evaporated. The residue was triturated with petroleum ether (b.p. 40° to 60° C) and crystallised from petroleum ether (b.p. 60° to 80° C)/ ethyl acetate to give cis-2-(3-hydroxyphenyl)-1-pyrrolidinocyclohexane (12g), m.p. 124° to 126° C.